This data is from the Open Reaction Database (ORD), a public repository of structured organic reaction records. The task is: describe an organic reaction: reactants, conditions, products, and yield Starting materials: COC(=O)c1ccc(Nc2cnc(Br)cn2)c([N+](=O)[O-])c1, [Cl-], [NH4+], O. Yields the product COC(=O)c1ccc(Nc2cnc(Br)cn2)c(N)c1. RXN SMILES: [Br:1][c:2]1[n:3][cH:4][c:5]([NH:8][c:9]2[c:10]([N+:19]([O-:20])=[O:21])[cH:11][c:12]([C:13](=[O:14])[O:15][CH3:16])[cH:17][cH:18]2)[n:6][cH:7]1.[Cl-:22].[NH4+:23].[OH2:24]>>[Br:1][c:2]1[n:3][cH:4][c:5]([NH:8][c:9]2[c:10]([NH2:19])[cH:11][c:12]([C:13](=[O:14])[O:15][CH3:16])[cH:17][cH:18]2)[n:6][cH:7]1. Reactants: NC=1N=C(C2=C(N1)N(C=C2C)[C@H]2[C@H](OC)[C@H](O)[C@H](O2)CO)Cl (2-Amino-4-chloro-5-methyl-7-(2-O-methyl-β-D-ribofuranosyl)-7H-pyrrolo[2,3-d]-pyrimidine), C[O-].[Na+].CO (NaOMe MeOH). The product is NC=1N=C(C2=C(N1)N(C=C2C)[C@H]2[C@H](OC)[C@H](O)[C@H](O2)CO)OC (2-amino-7-(2-O-methyl-β-D-ribofuranosyl)-4-methoxy-5-methyl-7H-pyrrolo[2,3-d]pyrimidine). As a reaction SMILES: [NH2:1][C:2]1[N:3]=[C:4](Cl)[C:5]2[C:10]([CH3:11])=[CH:9][N:8]([C@@H:12]3[O:19][C@H:18]([CH2:20][OH:21])[C@@H:16]([OH:17])[C@H:13]3[O:14][CH3:15])[C:6]=2[N:7]=1.[CH3:23][O-:24].[Na+].CO>>[NH2:1][C:2]1[N:3]=[C:4]([O:24][CH3:23])[C:5]2[C:10]([CH3:11])=[CH:9][N:8]([C@@H:12]3[O:19][C@H:18]([CH2:20][OH:21])[C@@H:16]([OH:17])[C@H:13]3[O:14][CH3:15])[C:6]=2[N:7]=1 |f:1.2.3|. Reported procedure: A solution of the compound from Step A (50 mg, 0.15 mmol) in 0.5M NaOMe/MeOH (4 mL) was stirred at reflux temperature for 1.5 h. The mixture was cooled, mixed with silica gel and evaporated to dryness. The silica gel was loaded onto a silica gel column and eluted with a solvent system of CH2Cl2/MeOH: 30/1. The fractions containing the product were collected and evaporated to yield 2-amino-7-(2-O-methyl-β-D-ribofuranosyl)-4-methoxy-5-methyl-7H-pyrrolo[2,3-d]pyrimidine (40 mg). This was mixed with... Reactants: O (water), C1(=CC=C(C=C1)S(=O)(=O)O)C (p-toluenesulphonic acid), C(CO)O (ethyleneglycol), CC1(C=2C=CC(=CC2C(CC1)(C)C)/C(=C/C1=CC=C(C=C1)C(C)=O)/C)C (4'-[(E)-2-(5,6,7,8-tetrahydro-5,5,8,8-tetramethyl-2-naphthyl)propenyl]-acetophenone). Solvent: C1=CC=CC=C1 (benzene). Yields the product CC1(OCCO1)C1=CC=C(C=C1)\C=C(/C)\C1=CC=2C(CCC(C2C=C1)(C)C)(C)C (2-methyl-2-[p-[(E)-2-(5,6,7,8-tetrahydro-5,5,8,8-tetramethyl-2-naphthyl)propenyl]-phenyl]-1,3-dioxolane). As a reaction SMILES: [CH3:1][C:2]1([CH3:26])[CH2:11][CH2:10][C:9]([CH3:13])([CH3:12])[C:8]2[CH:7]=[C:6](/[C:14](/[CH3:25])=[CH:15]/[C:16]3[CH:21]=[CH:20][C:19]([C:22](=[O:24])[CH3:23])=[CH:18][CH:17]=3)[CH:5]=[CH:4][C:3]1=2.C1(C)C=CC(S(O)(=O)=O)=CC=1.[CH2:38](O)[CH2:39][OH:40].O>C1C=CC=CC=1>[CH3:23][C:22]1([C:19]2[CH:20]=[CH:21][C:16](/[CH:15]=[C:14](/[C:6]3[CH:5]=[CH:4][C:3]4[C:2]([CH3:26])([CH3:1])[CH2:11][CH2:10][C:9]([CH3:12])([CH3:13])[C:8]=4[CH:7]=3)\[CH3:25])=[CH:17][CH:18]=2)[O:40][CH2:39][CH2:38][O:24]1. Reported procedure: 3.0 g of 4'-[(E)-2-(5,6,7,8-tetrahydro-5,5,8,8-tetramethyl-2-naphthyl)propenyl]-acetophenone (prepared as described in Example 22) dissolved in 40 ml of benzene are treated with a catalytic amount of p-toluenesulphonic acid and 0.6 g of ethyleneglycol and warmed in a Dean-Stark apparatus, the water formed being concurrently separated off. After heating under reflux for 2 days, the mixture is cooled down, introduced into ice/saturated sodium bicarbonate solution and exhaustively extracted with et... The reactants are [Br-], C=CCC1(C)CC(c2cccc(Cl)c2)C(c2ccc(Cl)cc2)N(C(C=O)CC)C1=O, C1CCOC1, C[Mg+], CCOC(C)=O, C1CCOC1, Cc1ccccc1. Yields the product C=CCC1(C)CC(c2cccc(Cl)c2)C(c2ccc(Cl)cc2)N(C(CC)C(C)O)C1=O. Reaction SMILES: [Br-:31].[CH2:1]([CH:2]=[CH2:3])[C:4]1([CH3:30])[C:5](=[O:29])[N:6]([CH:24]([CH:25]=[O:26])[CH2:27][CH3:28])[CH:7]([c:17]2[cH:18][cH:19][c:20]([Cl:23])[cH:21][cH:22]2)[CH:8]([c:10]2[cH:11][c:12]([Cl:16])[cH:13][cH:14][cH:15]2)[CH2:9]1.[CH2:40]1[O:41][CH2:42][CH2:43][CH2:44]1.[CH3:32][Mg+:33].[CH3:34][CH2:35][O:36][C:37](=[O:38])[CH3:39].[O:45]1[CH2:46][CH2:47][CH2:48][CH2:49]1.[c:50]1([CH3:51])[cH:52][cH:53][cH:54][cH:55][cH:56]1>>[CH2:1]([CH:2]=[CH2:3])[C:4]1([CH3:30])[C:5](=[O:29])[N:6]([CH:24]([CH:25]([OH:26])[CH3:34])[CH2:27][CH3:28])[CH:7]([c:17]2[cH:18][cH:19][c:20]([Cl:23])[cH:21][cH:22]2)[CH:8]([c:10]2[cH:11][c:12]([Cl:16])[cH:13][cH:14][cH:15]2)[CH2:9]1. Starting materials: C(C=1C(C(=O)[O-])=CC=CC1)(=O)[O-].C(#N)C1=CC=2N(C3=CC=CC=C3SC2C=C1)C[C@@](C1=CC=CC=C1)(CCC)[NH3+].C(#N)C1=CC=2N(C3=CC=CC=C3SC2C=C1)C[C@](CCC)(C1=CC=CC=C1)[NH3+] ((-)-2-(2-cyano-10-phenothiazinyl)-1-propyl 1-phenyl-(S)-ethylammonium phthalate), [OH-].[K+] (potassium hydroxide), O (water). Solvent: C(C)O (ethanol). Run at time 10 minute. Product: OCC(C)N1C2=CC=CC=C2SC=2C=CC(=CC12)C#N (10-(1-hydroxy-2-propyl)-2-phenothiazinecarbonitrile). Isolated yield 127.0%. Reaction SMILES: C([O-])(=O)C1C(=CC=CC=1)C([O-])=[O:5].[C:13]([C:15]1[CH:28]=[CH:27][C:26]2SC3C(=CC=CC=3)N(C[C@]([NH3+])(CCC)C3C=CC=CC=3)[C:17]=2[CH:16]=1)#[N:14].C([C:43]1[CH:56]=[CH:55][C:54]2[S:53][C:52]3[C:47](=[CH:48]C=CC=3)[N:46](C[C@@]([NH3+])(C3C=CC=CC=3)CCC)[C:45]=2[CH:44]=1)#N.[OH-].[K+].O>C(O)C>[OH:5][CH2:48][CH:47]([N:46]1[C:27]2[CH:28]=[C:15]([C:13]#[N:14])[CH:16]=[CH:17][C:26]=2[S:53][C:54]2[C:45]1=[CH:44][CH:43]=[CH:56][CH:55]=2)[CH3:52] |f:0.1.2,3.4|. Procedure details: (-)-2-(2-cyano-10-phenothiazinyl)-1-propyl 1-phenyl-(S)-ethylammonium phthalate (95.4 g) is added to a solution of 23.5 g of potassium hydroxide in 1150 cc ethanol under reflux and reflux is continued while stirring for 10 minutes. The reaction mixture is then poured into iced water (1 liter) and extracted with ethyl acetate (2 liters and then 500 cc). The combined organic phases are washed successively with a 0.1N aqueous solution of hydrochloric acid (2×500 cc), with a saturated aqueous soluti... The reactants are O=[N+]([O-])c1cc(Br)c2scnc2c1, CC[Sn](CC)(CC)CC, CCOC(C)=O. Yields the product CCc1cc([N+](=O)[O-])cc2ncsc12. RXN SMILES: [Br:1][c:2]1[cH:3][c:4]([N+:11](=[O:12])[O-:13])[cH:5][c:6]2[n:7][cH:8][s:9][c:10]12.[CH2:14]([CH3:15])[Sn:16]([CH2:17][CH3:18])([CH2:19][CH3:20])[CH2:21][CH3:22].[CH3:23][CH2:24][O:25][C:26]([CH3:27])=[O:28]>>[c:2]1([CH2:14][CH3:15])[cH:3][c:4]([N+:11](=[O:12])[O-:13])[cH:5][c:6]2[n:7][cH:8][s:9][c:10]12. Starting materials: C(C)(C)(C)OC(NC1=NC=NC=C1I)=O ((5-iodo-pyrimidin-4-yl)carbamic acid tert-butyl ester), COC(C1=CC=C(C=C1)C#C)=O (4-ethynyl-benzoic acid methyl ester), N12CCCCCC2=NCCC1 (1,8-diazabicyclo[5.4.0]undec-7-ene). Reagents/catalysts: [Cu](I)I (copper iodide), C1=CC=C(C=C1)P(C2=CC=CC=C2)C3=CC=CC=C3.C1=CC=C(C=C1)P(C2=CC=CC=C2)C3=CC=CC=C3.Cl[Pd]Cl (bis(triphenylphosphine)palladium(II)chloride). The solvent is C(C)(=O)OCC (ethyl acetate), CN(C)C=O (DMF). Run at temperature 100 celsius, time 1 hour. Product: COC(C1=CC=C(C=C1)C1=CC2=C(N=CN=C2)N1)=O (4-(7H-pyrrolo[2,3-d]pyrimidin-6-yl)-benzoic acid methyl ester). The yield is 52.7%. As a reaction SMILES: C(OC(=O)[NH:7][C:8]1[C:13](I)=[CH:12][N:11]=[CH:10][N:9]=1)(C)(C)C.[CH3:16][O:17][C:18](=[O:27])[C:19]1[CH:24]=[CH:23][C:22]([C:25]#[CH:26])=[CH:21][CH:20]=1.N12CCCN=C1CCCCC2>CN(C=O)C.C(OCC)(=O)C.[Cu](I)I.C1C=CC(P(C2C=CC=CC=2)C2C=CC=CC=2)=CC=1.C1C=CC(P(C2C=CC=CC=2)C2C=CC=CC=2)=CC=1.Cl[Pd]Cl>[CH3:16][O:17][C:18](=[O:27])[C:19]1[CH:24]=[CH:23][C:22]([C:25]2[NH:7][C:8]3[N:9]=[CH:10][N:11]=[CH:12][C:13]=3[CH:26]=2)=[CH:21][CH:20]=1 |f:6.7.8|. Reported procedure: To a solution of (5-iodo-pyrimidin-4-yl)carbamic acid tert-butyl ester (1.46 g, 4.55 mmol) (reference example 44a) in DMF (15 mL) is added 4-ethynyl-benzoic acid methyl ester (0.721 g, 4.5 mmol)(reference example 46), copper iodide 99.999% (21 mg, 0.112 mmol), bis(triphenylphosphine)palladium(II)chloride (158 mg, 0.225 mmol) and 1,8-diazabicyclo[5.4.0]undec-7-ene (1.5 mL, 10 mmol). The resulting solution is heated to 100° C. and stirred for 1 hour then cooled to 20° C. The solution is diluted wi... The reactants are CCOP(=O)(OCC)C1CCC2CCCC(c3ccc(C(=O)OC)cc3)N2C1=O, COc1cc(C=O)ccc1-n1cnc(C)c1, CCOC(C)=O, CCO, [Li+], C1CCOC1, [OH-], O. The product is COC(=O)c1ccc(C2CCCC3CCC(=Cc4ccc(-n5cnc(C)c5)c(OC)c4)C(=O)N32)cc1. As a reaction SMILES: [C:4](=[O:5])([O:6][CH3:7])[c:8]1[cH:9][cH:10][c:11]([CH:14]2[N:15]3[C:16](=[O:32])[CH:17]([P:24](=[O:25])([O:26][CH2:27][CH3:28])[O:29][CH2:30][CH3:31])[CH2:18][CH2:19][CH:20]3[CH2:21][CH2:22][CH2:23]2)[cH:12][cH:13]1.[CH3:33][O:34][c:35]1[cH:36][c:37]([CH:38]=[O:39])[cH:40][cH:41][c:42]1-[n:43]1[cH:44][n:45][c:46]([CH3:48])[cH:47]1.[CH3:49][CH2:50][O:51][C:52](=[O:53])[CH3:54].[CH3:60][CH2:61][OH:62].[Li+:3].[O:55]1[CH2:56][CH2:57][CH2:58][CH2:59]1.[OH-:2].[OH2:1]>>[C:4](=[O:5])([O:6][CH3:7])[c:8]1[cH:9][cH:10][c:11]([CH:14]2[N:15]3[C:16](=[O:32])[C:17](=[CH:38][c:37]4[cH:36][c:35]([O:34][CH3:33])[c:42](-[n:43]5[cH:44][n:45][c:46]([CH3:48])[cH:47]5)[cH:41][cH:40]4)[CH2:18][CH2:19][CH:20]3[CH2:21][CH2:22][CH2:23]2)[cH:12][cH:13]1.